Dataset: the Open Reaction Database (ORD), a public repository of structured organic reaction records. Task: describe an organic reaction: reactants, conditions, products, and yield Reactants: C[Si](C)(C)C[Mg]Cl (effective_coupling_partner), CCN(CC)C(=O)Oc1cccc(OC(=O)N(CC)CC)c1 (substrate). Conditions: temperature 25 celsius, time 16 hour. The product is CCN(CC)C(=O)Oc1cccc(C[Si](C)(C)C)c1. Reaction SMILES: [CH3:1][C:2]1[NH:3][C:4]([CH3:44])=[C:5]([C:24]([O:26][CH2:27][CH2:28][CH2:29][CH2:30][CH2:31][CH2:32][N:33]2C(=O)C3=CC=CC=C3C2=O)=[O:25])[CH:6]([C:15]2[CH:20]=[CH:19][CH:18]=[C:17]([N+:21]([O-:23])=[O:22])[CH:16]=2)[C:7]=1[C:8]([O:10][CH2:11][CH:12]([CH3:14])[CH3:13])=[O:9].O.NN>>[CH3:1][C:2]1[NH:3][C:4]([CH3:44])=[C:5]([C:24]([O:26][CH2:27][CH2:28][CH2:29][CH2:30][CH2:31][CH2:32][NH2:33])=[O:25])[CH:6]([C:15]2[CH:20]=[CH:19][CH:18]=[C:17]([N+:21]([O-:23])=[O:22])[CH:16]=2)[C:7]=1[C:8]([O:10][CH2:11][CH:12]([CH3:14])[CH3:13])=[O:9] |f:1.2|. Reported procedure: Prepared by a method analogous to that of Example 1(b) from 13.28 g (22 mmol) of 1,4-dihydro-2,6-dimethyl-3-isobutoxycarbonyl-4-(3-nitrophenyl)-5-(6-phthalimidohexyloxy)carbonyl-pyridine and 3.3 ml (66 mmol) of hydrazine hydrate. 9.02 g (86%) of a yellow oil. Product: CC=1NC(=C(C(C1C(=O)OCC(C)C)C1=CC(=CC=C1)[N+](=O)[O-])C(=O)OCCCCCCN)C (1,4-Dihydro-2,6-dimethyl-3-isobutoxycarbonyl-4-(3-nitrophenyl)-5-(6-aminohexyloxy)carbonyl-pyridine). Starting materials: CC=1NC(=C(C(C1C(=O)OCC(C)C)C1=CC(=CC=C1)[N+](=O)[O-])C(=O)OCCCCCCN1C(C=2C(C1=O)=CC=CC2)=O)C (1,4-dihydro-2,6-dimethyl-3-isobutoxycarbonyl-4-(3-nitrophenyl)-5-(6-phthalimidohexyloxy)carbonyl-pyridine), O.NN (hydrazine hydrate), yellow oil. Solvent: C(C)O (ethanol). Product: COCCNC1=NC=C2C(=N1)N=C(NC2=O)C2=C(C=CC=C2)OCCC (7-(2-Methoxyethylamino)-4-oxo-2-(2-propoxyphenyl)-3,4-dihydropyrimido[4,5-d]pyrimidine). Procedure: In a similar manner to Example 38, reaction of 7-methylthio-4-oxo-2-(2-propoxyphenyl)-3,4-dihydropyrimido[4,5-d]pyrimidine (0.41 g) and methoxyethylamine (1.04 g) in ethanol (15 ml) for 48 hours yielded the title compound, 0.38 g. m.p. 193-4° C. (recrystallized twice from methanol). Starting materials: CSC1=NC=C2C(=N1)N=C(NC2=O)C2=C(C=CC=C2)OCCC (7-methylthio-4-oxo-2-(2-propoxyphenyl)-3,4-dihydropyrimido[4,5-d]pyrimidine), COCCN (methoxyethylamine). As a reaction SMILES: CS[C:3]1[N:8]=[C:7]2[N:9]=[C:10]([C:14]3[CH:19]=[CH:18][CH:17]=[CH:16][C:15]=3[O:20][CH2:21][CH2:22][CH3:23])[NH:11][C:12](=[O:13])[C:6]2=[CH:5][N:4]=1.[CH3:24][O:25][CH2:26][CH2:27][NH2:28]>C(O)C>[CH3:24][O:25][CH2:26][CH2:27][NH:28][C:3]1[N:8]=[C:7]2[N:9]=[C:10]([C:14]3[CH:19]=[CH:18][CH:17]=[CH:16][C:15]=3[O:20][CH2:21][CH2:22][CH3:23])[NH:11][C:12](=[O:13])[C:6]2=[CH:5][N:4]=1. Reactants: CNc1ccc(Oc2ccnc(NC(=O)C3CCN(C)CC3)c2)cc1[N+](=O)[O-], CO. Yields the product CNc1ccc(Oc2ccnc(NC(=O)C3CCN(C)CC3)c2)cc1N. Reaction SMILES: [CH3:1][N:2]1[CH2:3][CH2:4][CH:5]([C:8](=[O:9])[NH:10][c:11]2[n:12][cH:13][cH:14][c:15]([O:17][c:18]3[cH:19][c:20]([N+:26]([O-:27])=[O:28])[c:21]([NH:24][CH3:25])[cH:22][cH:23]3)[cH:16]2)[CH2:6][CH2:7]1.[CH3:29][OH:30]>>[CH3:1][N:2]1[CH2:3][CH2:4][CH:5]([C:8](=[O:9])[NH:10][c:11]2[n:12][cH:13][cH:14][c:15]([O:17][c:18]3[cH:19][c:20]([NH2:26])[c:21]([NH:24][CH3:25])[cH:22][cH:23]3)[cH:16]2)[CH2:6][CH2:7]1. Starting materials: CC(=O)Nc1cccc(C(=O)C=CN(C)C)c1, CI, CN(C)C=O, CCCCCC, CCOC(C)=O, [H-], [Na+], O. Product: CC(=O)N(C)c1cccc(C(=O)C=CN(C)C)c1. RXN SMILES: [CH3:1][N:2]([CH:3]=[CH:4][C:5](=[O:6])[c:7]1[cH:8][c:9]([NH:13][C:14]([CH3:15])=[O:16])[cH:10][cH:11][cH:12]1)[CH3:17].[CH3:20][I:21].[CH3:22][N:23]([CH3:24])[CH:25]=[O:26].[CH3:27][CH2:28][CH2:29][CH2:30][CH2:31][CH3:32].[CH3:33][CH2:34][O:35][C:36](=[O:37])[CH3:38].[H-:18].[Na+:19].[OH2:39]>>[CH3:1][N:2]([CH:3]=[CH:4][C:5](=[O:6])[c:7]1[cH:8][c:9]([N:13]([C:14]([CH3:15])=[O:16])[CH3:20])[cH:10][cH:11][cH:12]1)[CH3:17]. The reactants are BrC1=C(C=C(C(=C1)F)F)F (1-bromo-2,4,5-trifluorobenzene), C(CCC#C)O (4-pentyn-1-ol), [Cl-].C1(=CC=CC=C1)P(C1=CC=CC=C1)C1=CC=CC=C1 (triphenylphosphine chloride), Cl (hydrochloric acid). The reagents and catalysts are [Pd] (palladium), [Cu]I (copper (I) iodide). Solvent: C(C)N(CC)CC (triethylamine). Product: FC1=C(C=C(C(=C1)F)F)CC#CCCO (5-(2,4,5-Trifluorophenyl)-3-pentyn-1-ol). As a reaction SMILES: Br[C:2]1[CH:7]=[C:6]([F:8])[C:5]([F:9])=[CH:4][C:3]=1[F:10].[CH2:11]([OH:16])[CH2:12][CH2:13][C:14]#[CH:15].[Cl-].C1(P(C2C=CC=CC=2)C2C=CC=CC=2)C=CC=CC=1.Cl>C(N(CC)CC)C.[Pd].[Cu]I>[F:10][C:3]1[CH:4]=[C:5]([F:9])[C:6]([F:8])=[CH:7][C:2]=1[CH2:15][C:14]#[C:13][CH2:12][CH2:11][OH:16] |f:2.3|. Procedure details: A mixture of 1-bromo-2,4,5-trifluorobenzene (5.0 g, 23.7 mmol), 4-pentyn-1-ol (2.4 ml, 26 mmol), palladium bis(triphenylphosphine chloride (5 mg), copper (I) iodide (5 mg) in triethylamine (30 ml) was refluxed under argon for 10 hours. On cooling, the mixture was acidified with dilute hydrochloric acid and was extracted with ethyl ether. Evaporation of the extracts gave an oil, which was purified by chromatography on a silica column using 60% ethyl ether/hexane to give the title alcohol. Reactants: C(C1=CC=CC=C1)OC(=O)N1[C@@H](C[C@H](C1)O)C(=O)OC (Methyl(2S,4R)-1-benzyloxycarbonyl-4-hydroxypyrrolidine-2-carboxylate), ice, [F-].[Na+] (sodium fluoride), C(C)N(CC)/C(=C(/C(F)(F)F)\F)/F.C(C)N(CC)C(C(C(F)(F)F)F)(F)F (Ishikawa reagent). Solvent: ClCCl (dichloromethane). Conditions: time 20 hour. The product is C(C1=CC=CC=C1)OC(=O)N1[C@@H](C[C@@H](C1)F)C(=O)OC (methyl(2S,4S)-1-benzyloxycarbonyl-4-fluoropyrrolidine-2-carboxylate). Yield: 74.7%. RXN SMILES: [CH2:1]([O:8][C:9]([N:11]1[CH2:15][C@H:14](O)[CH2:13][C@H:12]1[C:17]([O:19][CH3:20])=[O:18])=[O:10])[C:2]1[CH:7]=[CH:6][CH:5]=[CH:4][CH:3]=1.[F-].[Na+].C(N(/C(/F)=C(\F)/C(F)(F)[F:31])CC)C.C(N(C(F)(F)C(F)C(F)(F)F)CC)C>ClCCl>[CH2:1]([O:8][C:9]([N:11]1[CH2:15][C@@H:14]([F:31])[CH2:13][C@H:12]1[C:17]([O:19][CH3:20])=[O:18])=[O:10])[C:2]1[CH:7]=[CH:6][CH:5]=[CH:4][CH:3]=1 |f:1.2,3.4|. Procedure details: Methyl(2S,4R)-1-benzyloxycarbonyl-4-hydroxypyrrolidine-2-carboxylate (306 mg, 0.00108 mol) and sodium fluoride (55 mg, 0.00131 mol) were suspended in dichloromethane (1.8 mL), followed by addition of Ishikawa reagent (293 mg, 0.00131 mol) under ice cooling. The reaction mixture was slowly warmed to room temperature and then stirred for 20 hours. After the reaction, the reaction mixture was poured into ice-cold saturated aqueous sodium bicarbonate (5 mL) and then separated into organic and aqueou... The reactants are BrC1=CC2=C(NC(N(S2(=O)=O)C)=O)C=C1 (7-Bromo-2-methyl-2H-benzo[e][1,2,4]thiadiazin-3(4H)-one 1,1-dioxide), C(=O)([O-])[O-].[K+].[K+] (K2CO3), C[Si](C)(C)CCOCCl (SEM-Cl), O (water). The solvent is CN(C)C=O (DMF). Reaction conditions: temperature 75 celsius, time 4 hour. The product is BrC1=CC2=C(N(C(N(S2(=O)=O)C)=O)COCC[Si](C)(C)C)C=C1 (7-Bromo-2-methyl-4-((2-(trimethylsilyl)ethoxy)methyl)-2H-benzo[e][1,2,4]thiadiazin-3(4H)-one 1,1-dioxide). RXN SMILES: [Br:1][C:2]1[CH:15]=[CH:14][C:5]2[NH:6][C:7](=[O:13])[N:8]([CH3:12])[S:9](=[O:11])(=[O:10])[C:4]=2[CH:3]=1.C([O-])([O-])=O.[K+].[K+].[CH3:22][Si:23]([CH2:26][CH2:27][O:28][CH2:29]Cl)([CH3:25])[CH3:24].O>CN(C=O)C>[Br:1][C:2]1[CH:15]=[CH:14][C:5]2[N:6]([CH2:29][O:28][CH2:27][CH2:26][Si:23]([CH3:25])([CH3:24])[CH3:22])[C:7](=[O:13])[N:8]([CH3:12])[S:9](=[O:10])(=[O:11])[C:4]=2[CH:3]=1 |f:1.2.3|. Procedure: To a solution of compound 42a (616 mg, 2.10 mmol) in DMF (5 mL) was added K2CO3 (1.0 g, 7.2 mmol) and SEM-Cl (563 μL, 3.17 mmol). The resulting mixture was stirred at 75° C. for 4 h, allowed to cool to rt and treated with water (20 mL). The reaction mixture was then extracted with DCM (3×20 mL). The combined DCM layers were dried over Na2SO4, filtered, and concentrated to obtain a residue which was purified by flash column chromatography on silica gel (0-50% EtOAc/hexanes) to obtain compound 42b...